Dataset: the Open Reaction Database (ORD), a public repository of structured organic reaction records. Task: describe an organic reaction: reactants, conditions, products, and yield Starting materials: O=C(OCc1ccccc1)N1CC2CN(c3ccc(Cl)nc3)C2C1, O=C(O)C(F)(F)F. The product is Clc1ccc(N2CC3CNCC32)cn1. As a reaction SMILES: [Cl:1][c:2]1[cH:3][cH:4][c:5]([N:8]2[CH:9]3[CH2:10][N:11]([C:15]([O:16][CH2:17][c:18]4[cH:19][cH:20][cH:21][cH:22][cH:23]4)=[O:24])[CH2:12][CH:13]3[CH2:14]2)[cH:6][n:7]1.[OH:25][C:26]([C:27]([F:28])([F:29])[F:30])=[O:31]>>[Cl:1][c:2]1[cH:3][cH:4][c:5]([N:8]2[CH:9]3[CH2:10][NH:11][CH2:12][CH:13]3[CH2:14]2)[cH:6][n:7]1. The reactants are II (iodine), CNC(=O)CC1=C(OCC(=O)OCC)C=CC=C1 (ethyl 2-(2-((N-methylcarbamoyl)methyl)phenoxy)acetate), [BH4-].[Na+] (sodium borohydride), CO (Methanol). The solvent is O1CCCC1 (tetrahydrofuran), O1CCCC1 (tetrahydrofuran), O1CCCC1 (tetrahydrofuran). Product: CNCCC1=C(OCCO)C=CC=C1 (2-(2-(2-(Methylamino)ethyl)phenoxy)ethanol). Isolated yield 28.9%. RXN SMILES: [CH3:1][NH:2][C:3]([CH2:5][C:6]1[CH:18]=[CH:17][CH:16]=[CH:15][C:7]=1[O:8][CH2:9][C:10](OCC)=[O:11])=O.[BH4-].[Na+].II.CO>O1CCCC1>[CH3:1][NH:2][CH2:3][CH2:5][C:6]1[CH:18]=[CH:17][CH:16]=[CH:15][C:7]=1[O:8][CH2:9][CH2:10][OH:11] |f:1.2|. Reported procedure: At 0° C., a solution of ethyl 2-(2-((N-methylcarbamoyl)methyl)phenoxy)acetate (5.00 g, 19.9 mmol) in tetrahydrofuran (75 ml) was added dropwise to a suspension of sodium borohydride (2.26 g, 59.7 mmol) in tetrahydrofuran (75 ml). A solution of iodine (5.05 g, 19.9 mmol) in tetrahydrofuran (150 ml) was added dropwise. The solution was warmed to room temperature and heated to reflux for 16 h. It was cooled to 0° C. Methanol (150 ml) was added dropwise. The solvent was removed in vacuo. The solid r... RXN SMILES: [CH3:1][C:2]([CH3:5])([O-])C.[K+].Br[C:8]1[CH:13]=[CH:12][C:11]([SH:14])=[CH:10][CH:9]=1.[Br:15]C1CC1>CS(C)=O.CCOCC>[Br:15][C:12]1[CH:13]=[CH:8][C:9]([CH:5]2[CH2:2][CH2:1]2)=[CH:10][C:11]=1[SH:14] |f:0.1|. Starting materials: CC(C)([O-])C.[K+] (potassium tert-butoxide), BrC1=CC=C(C=C1)S (4-bromo-benzenethiol), BrC1CC1 (Bromocyclopropane). Solvent: CCOCC (ether), CS(=O)C (dimethylsulphoxide). Reported procedure: To a degassed solution of potassium tert-butoxide (2.08 g, 18.51 mmol) in dry dimethylsulphoxide (6 mL), 4-bromo-benzenethiol (3.5 g, 18.5 mmol) was added and the mixture was stirred for 15 min at ambient temperature under nitrogen. Bromocyclopropane (4.4 mL, 55.5 mmol) was added afterwards and the reaction mixture was heated at 80° C. for 24 h in a sealed vessel. The mixture was cooled, diluted with ether (150 mL) and washed with water (100 mL). The aqueous layer was extracted with ether (3×50 ... Reaction conditions: time 15 minute. The product is BrC1=C(C=C(C=C1)C1CC1)S (1-Bromo-4-cyclopropyl-sulfanyl-benzene).